From a dataset of the Open Reaction Database (ORD), a public repository of structured organic reaction records. describe an organic reaction: reactants, conditions, products, and yield Reactants: N#Cc1cc(N2CCC(c3cc(Cl)cc(Cl)c3)(C(F)(F)F)C2)ccc1F, [H-], [Na+], CN(C)C=O, O, c1nc[nH]n1. Yields the product N#Cc1cc(N2CCC(c3cc(Cl)cc(Cl)c3)(C(F)(F)F)C2)ccc1-n1cncn1. As a reaction SMILES: [Cl:8][c:9]1[cH:10][c:11]([C:16]2([C:30]([F:31])([F:32])[F:33])[CH2:17][N:18]([c:21]3[cH:22][cH:23][c:24]([F:29])[c:25]([C:26]#[N:27])[cH:28]3)[CH2:19][CH2:20]2)[cH:12][c:13]([Cl:15])[cH:14]1.[H-:6].[Na+:7].[O:35]=[CH:36][N:37]([CH3:38])[CH3:39].[OH2:34].[nH:1]1[n:2][cH:3][n:4][cH:5]1>>[n:1]1(-[c:24]2[cH:23][cH:22][c:21]([N:18]3[CH2:17][C:16]([c:11]4[cH:10][c:9]([Cl:8])[cH:14][c:13]([Cl:15])[cH:12]4)([C:30]([F:31])([F:32])[F:33])[CH2:20][CH2:19]3)[cH:28][c:25]2[C:26]#[N:27])[n:2][cH:3][n:4][cH:5]1. Starting materials: [N+](=O)([O-])C1=C(CO)C=CC=C1 (2-nitrobenzyl alcohol), C1(CCCCC1)N=C=O (cyclohexylisocyanate), C1(CCCCC1)N=C=O (cyclohexylisocyanate). Solvent: C1(=CC=CC=C1)C (toluene). Reaction conditions: time 1 hour. The product is C1(CCCCC1)NC(OCC1=C(C=CC=C1)[N+](=O)[O-])=O (ortho-nitrobenzyl cyclohexylcarbamate). As a reaction SMILES: [N+:1]([C:4]1[CH:11]=[CH:10][CH:9]=[CH:8][C:5]=1[CH2:6][OH:7])([O-:3])=[O:2].[CH:12]1([N:18]=[C:19]=[O:20])[CH2:17][CH2:16][CH2:15][CH2:14][CH2:13]1>C1(C)C=CC=CC=1>[CH:12]1([NH:18][C:19](=[O:20])[O:7][CH2:6][C:5]2[CH:8]=[CH:9][CH:10]=[CH:11][C:4]=2[N+:1]([O-:3])=[O:2])[CH2:17][CH2:16][CH2:15][CH2:14][CH2:13]1. Procedure details: 10 mL toluene, 3.1 g 2-nitrobenzyl alcohol, and 2.5 g cyclohexylisocyanate were introduced into a 100-mL three-neck flask and heated under reflux for 1 hour under nitrogen. After cooling, an additional 0.5 g cyclohexylisocyanate was added and the reaction was stirred for 1 hour at ambient temperature. The reaction solution was then washed several times with water and the resulting toluene solution was dried over sodium sulfate. The sodium sulfate was thereafter filtered off and the solvent was e... The reactants are CC(C)(C)OC(=O)N1CCCC1C(=O)NC(C)(C(N)=O)c1ccc(Br)cc1, CCOC(=O)C(C)(NC(=O)C1CCCN1C(=O)OC(C)(C)C)c1ccc(Br)cc1, CCO, N. The product is CC1(c2ccc(Br)cc2)NC(=O)NC1=O. As a reaction SMILES: [C:1]([O:2][C:3]([N:4]1[CH2:5][CH2:6][CH2:7][CH:8]1[C:13]([NH:14][C:15]([CH3:16])([C:17]([NH2:18])=[O:19])[c:20]1[cH:21][cH:22][c:23]([Br:26])[cH:24][cH:25]1)=[O:27])=[O:9])([CH3:10])([CH3:11])[CH3:12].[C:28]([O:29][C:30]([N:31]1[CH2:32][CH2:33][CH2:34][CH:35]1[C:36](=[O:37])[NH:38][C:39]([c:40]1[cH:41][cH:42][c:43]([Br:44])[cH:45][cH:46]1)([C:47]([O:48][CH2:49][CH3:50])=[O:51])[CH3:52])=[O:53])([CH3:54])([CH3:55])[CH3:56].[CH3:58][CH2:59][OH:60].[NH3:57]>>[C:13]1(=[O:27])[NH:14][C:15]([CH3:16])([c:20]2[cH:21][cH:22][c:23]([Br:26])[cH:24][cH:25]2)[C:17](=[O:19])[NH:18]1.